From a dataset of the Open Reaction Database (ORD), a public repository of structured organic reaction records. describe an organic reaction: reactants, conditions, products, and yield Starting materials: Cl.N12C[C@@H](C(CC1)CC2)NC(=O)C=2OC1=C(C2)C=CC=C1C=1C=C(C(=O)O)C=CC1 (3-(2-{[(3R)-1-Azabicyclo[2.2.2]oct-3-ylamino]carbonyl}-1-benzofuran-7-yl)-benzoic acid hydrochloride), CNCC (methylethylamine). Yields the product Cl.N12C[C@@H](C(CC1)CC2)NC(=O)C=2OC1=C(C2)C=CC=C1C1=CC(=CC=C1)C(=O)N(C)CC (N-[(3R)-1-Azabicyclo[2.2.2]oct-3-yl]-7-(3-{[ethyl(methyl)amino]carbonyl}phenyl)-1-benzofuran-2-carboxamide hydrochloride). As a reaction SMILES: [ClH:1].[N:2]12[CH2:9][CH2:8][CH:5]([CH2:6][CH2:7]1)[C@@H:4]([NH:10][C:11]([C:13]1[O:14][C:15]3[C:21]([C:22]4[CH:23]=[C:24]([CH:28]=[CH:29][CH:30]=4)[C:25](O)=[O:26])=[CH:20][CH:19]=[CH:18][C:16]=3[CH:17]=1)=[O:12])[CH2:3]2.[CH3:31][NH:32][CH2:33][CH3:34]>>[ClH:1].[N:2]12[CH2:9][CH2:8][CH:5]([CH2:6][CH2:7]1)[C@@H:4]([NH:10][C:11]([C:13]1[O:14][C:15]3[C:21]([C:22]4[CH:30]=[CH:29][CH:28]=[C:24]([C:25]([N:32]([CH2:33][CH3:34])[CH3:31])=[O:26])[CH:23]=4)=[CH:20][CH:19]=[CH:18][C:16]=3[CH:17]=1)=[O:12])[CH2:3]2 |f:0.1,3.4|. Procedure details: 50 mg (0.12 mmol) of 3-(2-{[(3R)-1-azabicyclo[2.2.2]oct-3-ylamino]carbonyl}-1-benzofuran-7-yl)benzoic acid hydrochloride (Example 149) and 13.9 mg (0.23 mmol) of methylethylamine are reacted together by general method E. 19.8 mg (29.4% of theory) of the title compound are obtained. The reactants are FC(C(C(F)(F)F)(O)C=1C=C2C(=CC(N3C2=C(C1)CC3)=O)C)(F)F (1,2-dihydro-8-[2,2,2-trifluoro-1-hydroxy-1-(trifluoromethyl)-ethyl]-6-methyl-4H-pyrrolo[3,2,1-ij]quinolin-4-one), FC(C(=O)O)(F)F (trifluoroacetic acid), [N+](=O)([O-])[O-].[K+] (potassium nitrate). Run in O (water). Conditions: time 16 hour. Yields the product FC(C(C(F)(F)F)(O)C=1C=C2C(=C(C(N3C2=C(C1)CC3)=O)[N+](=O)[O-])C)(F)F (1,2-dihydro-8-[2,2,2-trifluoro-1-hydroxy-1-(trifluoromethyl)-ethyl]-6-methyl-5-nitro-4H-pyrrolo[3,2,1-ij]quinolin-4-one). Isolated yield 41.6%. As a reaction SMILES: [F:1][C:2]([F:24])([F:23])[C:3]([C:9]1[CH:10]=[C:11]2[C:16]3=[C:17]([CH2:19][CH2:20][N:15]3[C:14](=[O:21])[CH:13]=[C:12]2[CH3:22])[CH:18]=1)([OH:8])[C:4]([F:7])([F:6])[F:5].FC(F)(F)C(O)=O.[N+:32]([O-])([O-:34])=[O:33].[K+]>O>[F:5][C:4]([F:7])([F:6])[C:3]([C:9]1[CH:10]=[C:11]2[C:16]3=[C:17]([CH2:19][CH2:20][N:15]3[C:14](=[O:21])[C:13]([N+:32]([O-:34])=[O:33])=[C:12]2[CH3:22])[CH:18]=1)([OH:8])[C:2]([F:1])([F:23])[F:24] |f:2.3|. Reported procedure: To a stirred mixture of 7.0 g (0.02 mole) of 1,2-dihydro-8-[2,2,2-trifluoro-1-hydroxy-1-(trifluoromethyl)-ethyl]-6-methyl-4H-pyrrolo[3,2,1-ij]quinolin-4-one and 70 ml of trifluoroacetic acid is added 4.2 g (0.042 mole) of potassium nitrate. The mixture is stirred for 16 hours at room temperature and then is refluxed for 30 minutes. The mixture is poured into 300 ml of water. The solid is filtered off, washed with water, and dried. Recrystallization from 250 ml of acetonitrile gives 3.3 g (42%) o... Run in Cl (hydrogen chloride). Procedure: A suspension of 4-chloro-7-(2-(1,2,4-triazol-1-yl)ethoxy)-6-methoxyquinazoline (214 mg, 0.7 mmol), 4-bromo-2-fluoroaniline (160 mg, 0.84 mmol) in isopropanolic hydrogen chloride (1 ml of a 5M solution) and isopropanol (5 ml) was heated at 80 ° C. for 1 hour. The mixture was allowed to cool, the precipitate was collected by filtration, washed with isopropanol and then ether and dried under vacuum at 70° C. to give 4-(4-bromo-2-fluoroanilino)-7-(2-(1,2,4-triazol-1-yl)ethoxy)-6-methoxyquinazoline h... Reactants: ClC1=NC=NC2=CC(=C(C=C12)OC)OCCN1N=CN=C1 (4-chloro-7-(2-(1,2,4-triazol-1-yl)ethoxy)-6-methoxyquinazoline), BrC1=CC(=C(N)C=C1)F (4-bromo-2-fluoroaniline), solution, C(C)(C)O (isopropanol). Isolated yield 15.8%. Run at temperature 80 celsius. Yields the product Cl.BrC1=CC(=C(NC2=NC=NC3=CC(=C(C=C23)OC)OCCN2N=CN=C2)C=C1)F (4-(4-bromo-2-fluoroanilino)-7-(2-(1,2,4-triazol-1-yl)ethoxy)-6-methoxyquinazoline hydrochloride). RXN SMILES: [Cl:1][C:2]1[C:11]2[C:6](=[CH:7][C:8]([O:14][CH2:15][CH2:16][N:17]3[CH:21]=[N:20][CH:19]=[N:18]3)=[C:9]([O:12][CH3:13])[CH:10]=2)[N:5]=[CH:4][N:3]=1.[Br:22][C:23]1[CH:29]=[CH:28][C:26]([NH2:27])=[C:25]([F:30])[CH:24]=1.C(O)(C)C>Cl>[ClH:1].[Br:22][C:23]1[CH:29]=[CH:28][C:26]([NH:27][C:2]2[C:11]3[C:6](=[CH:7][C:8]([O:14][CH2:15][CH2:16][N:17]4[CH:21]=[N:20][CH:19]=[N:18]4)=[C:9]([O:12][CH3:13])[CH:10]=3)[N:5]=[CH:4][N:3]=2)=[C:25]([F:30])[CH:24]=1 |f:4.5|. The reactants are CCOc1cc2c(cc1C(C)=C(F)CO)C(c1ccccc1)=CC(C)(C)O2, C[N+]1([O-])CCOCC1. The product is CCOc1cc2c(cc1C(C)=C(F)C=O)C(c1ccccc1)=CC(C)(C)O2. As a reaction SMILES: [CH2:1]([CH3:2])[O:3][c:4]1[c:5]([C:22](=[C:23]([CH2:24][OH:25])[F:26])[CH3:27])[cH:6][c:7]2[c:12]([cH:13]1)[O:11][C:10]([CH3:14])([CH3:15])[CH:9]=[C:8]2[c:16]1[cH:17][cH:18][cH:19][cH:20][cH:21]1.[CH3:28][N+:29]1([O-:30])[CH2:31][CH2:32][O:33][CH2:34][CH2:35]1>>[CH2:1]([CH3:2])[O:3][c:4]1[c:5]([C:22](=[C:23]([CH:24]=[O:25])[F:26])[CH3:27])[cH:6][c:7]2[c:12]([cH:13]1)[O:11][C:10]([CH3:14])([CH3:15])[CH:9]=[C:8]2[c:16]1[cH:17][cH:18][cH:19][cH:20][cH:21]1. Reactants: O=C([O-])[O-], CN(C)C=O, [Cl-], C#CCOc1cc(Cl)ncn1, Oc1cccc(C(F)(F)F)c1, [K+], [K+], [NH4+]. Yields the product C#CCOc1cc(Oc2cccc(C(F)(F)F)c2)ncn1. Reaction SMILES: [C:12](=[O:13])([O-:14])[O-:15].[CH3:31][N:32]([CH3:33])[CH:34]=[O:35].[Cl-:29].[Cl:1][c:2]1[n:3][cH:4][n:5][c:6]([O:8][CH2:9][C:10]#[CH:11])[cH:7]1.[F:18][C:19]([c:20]1[cH:21][c:22]([OH:26])[cH:23][cH:24][cH:25]1)([F:27])[F:28].[K+:16].[K+:17].[NH4+:30]>>[c:2]1([O:26][c:22]2[cH:21][c:20]([C:19]([F:18])([F:27])[F:28])[cH:25][cH:24][cH:23]2)[n:3][cH:4][n:5][c:6]([O:8][CH2:9][C:10]#[CH:11])[cH:7]1. Reactants: Cl.C1OC2=CC3=C(O[C@H](CO3)CNCCCOC3=CC4=C(C=CC(O4)=O)C=C3)C=C2O1 ((S)-7-[3-[[(2,3-Dihydro-6,7-methylenedioxy-1,4-benzodioxin-2-yl)methyl]amino]propoxy]-2H-1-benzopyran-2-one hydrochloride), ICC (iodoethane), C(C)(C)N(CC)C(C)C (diisopropylethylamine). The solvent is CN(C)C=O (DMF). Run at temperature 60 celsius. Product: C1OC2=CC3=C(O[C@H](CO3)CN(CCCOC3=CC4=C(C=CC(O4)=O)C=C3)CC)C=C2O1 ((S)-7-[3-[[(2,3-Dihydro-6,7-methylenedioxy-1,4-benzodioxin-2-yl)methyl]ethylamino]propoxy]-2H-1-benzopyran-2-one). The yield is 43.8%. As a reaction SMILES: Cl.[CH2:2]1[O:31][C:30]2[C:4](=[CH:5][C:6]3[O:11][CH2:10][C@H:9]([CH2:12][NH:13][CH2:14][CH2:15][CH2:16][O:17][C:18]4[CH:28]=[CH:27][C:21]5[CH:22]=[CH:23][C:24](=[O:26])[O:25][C:20]=5[CH:19]=4)[O:8][C:7]=3[CH:29]=2)[O:3]1.I[CH2:33][CH3:34].C(N(C(C)C)CC)(C)C>CN(C=O)C>[CH2:2]1[O:31][C:30]2[C:4](=[CH:5][C:6]3[O:11][CH2:10][C@H:9]([CH2:12][N:13]([CH2:33][CH3:34])[CH2:14][CH2:15][CH2:16][O:17][C:18]4[CH:28]=[CH:27][C:21]5[CH:22]=[CH:23][C:24](=[O:26])[O:25][C:20]=5[CH:19]=4)[O:8][C:7]=3[CH:29]=2)[O:3]1 |f:0.1|. Procedure: (S)-7-[3-[[(2,3-Dihydro-6,7-methylenedioxy-1,4-benzodioxin-2-yl)methyl]amino]propoxy]-2H-1-benzopyran-2-one hydrochloride (0.60 g, 1.3 mmole), iodoethane (0.16 ml, 2.0 mmole) and diisopropylethylamine (2.26 ml, 13.0 mmole) were combined in 50 ml of DMF and heated at 60° C. for 2 days under a nitrogen atmosphere. The solvent was then removed in vacuum and the residue was dissolved in dichloromethane and washed with an equal volume of aqueous saturated sodium bicarbonate. The aqueous portion was b... Reactants: C=C(C)CC(=O)OCC, CCOC(C)=O, CCOCC. Product: CCOC(=O)CC1(C)CC1. As a reaction SMILES: [CH2:1]([CH3:2])[O:3][C:4]([CH2:5][C:6](=[CH2:7])[CH3:8])=[O:9].[CH3:10][CH2:11][O:12][C:13]([CH3:14])=[O:15].[CH3:16][CH2:17][O:18][CH2:19][CH3:20]>>[CH2:1]([CH3:2])[O:3][C:4]([CH2:5][C:6]1([CH3:10])[CH2:7][CH2:8]1)=[O:9]. Starting materials: CON(C(=O)C=1C2=C(N(N1)C)C(CCCC2)=O)C (N-methoxy-N,1-dimethyl-8-oxo-1,4,5,6,7,8-hexahydrocyclohepta[c]pyrazole-3-carboxamide), [OH-].[Na+] (NaOH). The solvent is CCO (EtOH). The product is CN1N=C(C2=C1C(CCCC2)=O)C(=O)O (1-methyl-8-oxo-1,4,5,6,7,8-hexahydrocyclohepta[c]pyrazole-3-carboxylic acid). RXN SMILES: CON(C)[C:4]([C:6]1[C:7]2[CH2:16][CH2:15][CH2:14][CH2:13][C:12](=[O:17])[C:8]=2[N:9]([CH3:11])[N:10]=1)=[O:5].[OH-:19].[Na+]>CCO>[CH3:11][N:9]1[C:8]2[C:12](=[O:17])[CH2:13][CH2:14][CH2:15][CH2:16][C:7]=2[C:6]([C:4]([OH:5])=[O:19])=[N:10]1 |f:1.2|. Procedure: To a solution of N-methoxy-N,1-dimethyl-8-oxo-1,4,5,6,7,8-hexahydrocyclohepta[c]pyrazole-3-carboxamide (14 mg, 0.055 mmol) in EtOH (1 mL), a solution of NaOH (2M, 55 μL) was added. The reaction was stirred under reflux for 1 h, the solvent was removed under vacuum, then DCM (5 mL) was added and the organic phase was washed with HCl 25% (3×5 mL). The aqueous phase was back-extracted with DCM (5 mL). The organic fractions were combined, dried over Na2SO4, filtered, and concentrated under vacuum to... Conditions: time 8 hour. Solvent: C(C)(C)OC(C)C (diisopropyl ether). Procedure: Dissolve 1-[4-(1-hydroxyethyl)-phenyl]-3,3-dimethylbutan-1-one (1.519 g, 6.905 mmol) in diisopropyl ether (20 mL). Add 4 Å molecular sieves powder (1.5 g), vinyl acetate (2 mL) and lipase Candida Antarctica acrylic resin (150 mg). Stir the mixture at room temperature overnight. Remove the solid residue by filtration. Concentrate the filtrate in vacuo and purify the crude mixture by chromatography on silica gel eluting with hexane/EtOAc (4:1) to give (R)-1-(1-acetoxy-ethyl)-4-(3,3-dimethyl-butyry... Product: C(C)(=O)O[C@H](C)C1=CC=C(C=C1)C(CC(C)(C)C)=O ((R)-1-(1-acetoxy-ethyl)-4-(3,3-dimethyl-butyryl)-benzene), O[C@@H](C)C1=CC=C(C=C1)C(CC(C)(C)C)=O ((S)-1-[4-(1-hydroxyethyl)-phenyl]-3,3-dimethylbutan-1-one). Isolated yield 49.0%. As a reaction SMILES: [OH:1][CH:2]([C:4]1[CH:9]=[CH:8][C:7]([C:10](=[O:16])[CH2:11][C:12]([CH3:15])([CH3:14])[CH3:13])=[CH:6][CH:5]=1)[CH3:3].[C:17](OC=C)(=[O:19])[CH3:18]>C(OC(C)C)(C)C>[C:17]([O:1][C@@H:2]([C:4]1[CH:9]=[CH:8][C:7]([C:10](=[O:16])[CH2:11][C:12]([CH3:15])([CH3:14])[CH3:13])=[CH:6][CH:5]=1)[CH3:3])(=[O:19])[CH3:18].[OH:1][C@H:2]([C:4]1[CH:9]=[CH:8][C:7]([C:10](=[O:16])[CH2:11][C:12]([CH3:15])([CH3:14])[CH3:13])=[CH:6][CH:5]=1)[CH3:3]. Reactants: OC(C)C1=CC=C(C=C1)C(CC(C)(C)C)=O (1-[4-(1-hydroxyethyl)-phenyl]-3,3-dimethylbutan-1-one), powder, C(C)(=O)OC=C (vinyl acetate), acrylic resin. The reactants are CC(C)CNc1c([N+](=O)[O-])cnc2ccccc12, Cc1ccccc1. Yields the product CC(C)CNc1c(N)cnc2ccccc12. RXN SMILES: [CH2:1]([CH:2]([CH3:3])[CH3:4])[NH:5][c:6]1[c:7]([N+:16]([O-:17])=[O:18])[cH:8][n:9][c:10]2[cH:11][cH:12][cH:13][cH:14][c:15]12.[CH3:19][c:20]1[cH:21][cH:22][cH:23][cH:24][cH:25]1>>[CH2:1]([CH:2]([CH3:3])[CH3:4])[NH:5][c:6]1[c:7]([NH2:16])[cH:8][n:9][c:10]2[cH:11][cH:12][cH:13][cH:14][c:15]12.